This data is from the Open Reaction Database (ORD), a public repository of structured organic reaction records. The task is: describe an organic reaction: reactants, conditions, products, and yield The reactants are N(C(=O)N)C1=C(C=CC=C1)CC(=O)O (2-(2-ureidophenyl)acetic acid), FC(C(=O)OC(C(F)(F)F)=O)(F)F (trifluoroacetic anhydride). Run in FC(C(=O)O)(F)F (trifluoroacetic acid). Yields the product N1(C(CC2=CC=CC=C12)=O)C(=O)N (2-Oxindole-1-carboxamide). As a reaction SMILES: [NH:1]([C:5]1[CH:10]=[CH:9][CH:8]=[CH:7][C:6]=1[CH2:11][C:12]([OH:14])=O)[C:2]([NH2:4])=[O:3].FC(F)(F)C(OC(=O)C(F)(F)F)=O>FC(F)(F)C(O)=O>[N:1]1([C:2]([NH2:4])=[O:3])[C:5]2[C:6](=[CH:7][CH:8]=[CH:9][CH:10]=2)[CH2:11][C:12]1=[O:14]. Yield: 34.6%. Procedure details: To a solution of 194 mg (1.0 mmole) of 2-(2-ureidophenyl)acetic acid in 4 ml of trifluoroacetic acid was added 630 mg (3.0 mmole) of trifluoroacetic anhydride, and the mixture was then heated under reflux for ca. 1 hour. The reaction mixture was cooled and the solvent was removed by evaporation in vacuo. The residue was triturated under 5-8 ml of saturated sodium bicarbonate solution, and the material which remained out of solution was collected by filtration. The solid thus obtained was recryst... The reactants are O (Water), [BH4-].[Na+] (sodium borohydride), ClCC(=O)C=1C=NC(=CC1)N1C(=CC=C1C)C (2-chloro-1-[6-(2,5-dimethylpyrrol-1-yl)pyridin-3-yl]ethanone). Solvent: O1CCOCC1 (1,4-dioxane), O1CCCC1 (tetrahydrofuran). Reaction conditions: time 8 hour. Product: CC=1N(C(=CC1)C)C1=NC=C(C=C1)C1OC1 (2-(2,5-Dimethylpyrrol-1-yl)-5-oxiranylpyridine). The yield is 98.0%. As a reaction SMILES: O.[BH4-].[Na+].Cl[CH2:5][C:6]([C:8]1[CH:9]=[N:10][C:11]([N:14]2[C:18]([CH3:19])=[CH:17][CH:16]=[C:15]2[CH3:20])=[CH:12][CH:13]=1)=[O:7]>O1CCOCC1.O1CCCC1>[CH3:20][C:15]1[N:14]([C:11]2[CH:12]=[CH:13][C:8]([CH:6]3[CH2:5][O:7]3)=[CH:9][N:10]=2)[C:18]([CH3:19])=[CH:17][CH:16]=1 |f:1.2|. Procedure details: Water (1.08 Kg) was added dropwise to a suspension of sodium borohydride (0.17 Kg, 4.36 mol) in 1,4-dioxane (6.49 L) at 16° C. and the resulting solution stirred at room temperature. A solution of 2-chloro-1-[6-(2,5-dimethylpyrrol-1-yl)pyridin-3-yl]ethanone (1.08 Kg, 4.35 mol) in tetrahydrofuran (2.16 L) was added over 1 hour and the resulting solution stirred for 45 minutes at room temperature. When all the 2-chloro-1-[6-(2,5-dimethylpyrrol-1-yl)pyridin-3-yl]ethanone was consumed the reaction m... Yield: 66.9%. Yields the product ClC=1C=C(OCC(C(=O)NC2=CC=C(C=C2)CC(=O)OCC)NS(=O)(=O)C2=CC=C(C=C2)I)C=CC1 ((RS)-3-(3-chlorophenoxy)-N-(4-(ethoxycarbonylmethyl)phenyl)-2-(4-iodobenzenesulfonylamino)propanamide). Procedure: The procedure described in Example 125 was repeated, except that (RS)-N-(4-(carbethoxymethyl)phenyl)-2-(4-iodobenzenesulfonylamino)-3-methanesulfonyloxypropanamide (380 mg) was reacted with 3-chlorophenol (160 mg) to obtain (RS)-3-(3-chlorophenoxy)-N-(4-(ethoxycarbonylmethyl)phenyl)-2-(4-iodobenzenesulfonylamino)propanamide (267.88 mg). Starting materials: C(=O)(OCC)CC1=CC=C(C=C1)NC(C(COS(=O)(=O)C)NS(=O)(=O)C1=CC=C(C=C1)I)=O ((RS)-N-(4-(carbethoxymethyl)phenyl)-2-(4-iodobenzenesulfonylamino)-3-methanesulfonyloxypropanamide), ClC=1C=C(C=CC1)O (3-chlorophenol). As a reaction SMILES: [C:1]([CH2:6][C:7]1[CH:12]=[CH:11][C:10]([NH:13][C:14](=[O:33])[CH:15]([NH:22][S:23]([C:26]2[CH:31]=[CH:30][C:29]([I:32])=[CH:28][CH:27]=2)(=[O:25])=[O:24])[CH2:16][O:17]S(C)(=O)=O)=[CH:9][CH:8]=1)([O:3][CH2:4][CH3:5])=[O:2].[Cl:34][C:35]1[CH:36]=[C:37](O)[CH:38]=[CH:39][CH:40]=1>>[Cl:34][C:35]1[CH:40]=[C:39]([CH:38]=[CH:37][CH:36]=1)[O:17][CH2:16][CH:15]([NH:22][S:23]([C:26]1[CH:31]=[CH:30][C:29]([I:32])=[CH:28][CH:27]=1)(=[O:25])=[O:24])[C:14]([NH:13][C:10]1[CH:11]=[CH:12][C:7]([CH2:6][C:1]([O:3][CH2:4][CH3:5])=[O:2])=[CH:8][CH:9]=1)=[O:33]. Product: FC(CN1C=CC2=CC(=CC=C12)C(=O)OC)F (Methyl 1-(2,2-difluoroethyl)-1H-indole-5-carboxylate). Conditions: temperature 0 celsius, time 20 minute. As a reaction SMILES: [H-].[Na+].[NH:3]1[C:11]2[C:6](=[CH:7][C:8]([C:12]([O:14][CH3:15])=[O:13])=[CH:9][CH:10]=2)[CH:5]=[CH:4]1.[F:16][CH:17]([F:20])[CH2:18]I>CN(C=O)C>[F:16][CH:17]([F:20])[CH2:18][N:3]1[C:11]2[C:6](=[CH:7][C:8]([C:12]([O:14][CH3:15])=[O:13])=[CH:9][CH:10]=2)[CH:5]=[CH:4]1 |f:0.1|. Procedure details: To a suspension of NaH (60% dispersion in mineral oil, 59 mg, 1.48 mmol) in DMF (2 mL) was slowly added a solution of 1H-indole-5-carboxylic acid methyl ester 19a (200 mg, 1.14 mmol) in DMF (1 mL) at 0° C. The resulting solution was stirred at 0° C. for 20 min and 1,1-difluoro-2-iodoethane 23a (263 mg, 1.37 mmol) was added. The reaction was warmed to room temperature and stirred for 2 h. The reaction was quenched with water and extracted with EtOAc. The organic layer was concentrated and purifie... Run in CN(C)C=O (DMF), CN(C)C=O (DMF). The reactants are N1C=CC2=CC(=CC=C12)C(=O)OC (methyl indole-5-carboxylate), [H-].[Na+] (NaH), FC(CI)F (1,1-difluoro-2-iodoethane). The reactants are C1COCCO1, CO, Cl, CC(=O)Oc1ccc(C=Cc2cc(F)cc(F)c2)cc1. Product: Oc1ccc(C=Cc2cc(F)cc(F)c2)cc1. Reaction SMILES: [CH2:24]1[O:25][CH2:26][CH2:27][O:28][CH2:29]1.[CH3:22][OH:23].[ClH:21].[F:1][c:2]1[cH:3][c:4]([CH:9]=[CH:10][c:11]2[cH:12][cH:13][c:14]([O:17][C:18](=[O:19])[CH3:20])[cH:15][cH:16]2)[cH:5][c:6]([F:8])[cH:7]1>>[F:1][c:2]1[cH:3][c:4]([CH:9]=[CH:10][c:11]2[cH:12][cH:13][c:14]([OH:17])[cH:15][cH:16]2)[cH:5][c:6]([F:8])[cH:7]1. Reactants: CC(C)(C)O, CC=C(C)C, [O-][Cl+][O-], Cl, O=Cc1ccc(-c2nnc(-c3ccccc3[N+](=O)[O-])o2)cc1, [Na+], [Na+], [Na+], [Na+], C1CCOC1, O, O=P([O-])(O)O, O=S([O-])[O-]. Product: O=C(O)c1ccc(-c2nnc(-c3ccccc3[N+](=O)[O-])o2)cc1. As a reaction SMILES: [C:51]([OH:52])([CH3:53])([CH3:54])[CH3:55].[CH3:29][C:30](=[CH:31][CH3:32])[CH3:33].[Cl+:34]([O-:35])[O-:36].[ClH:44].[N+:1](=[O:2])([O-:3])[c:4]1[c:5](-[c:10]2[n:11][n:12][c:13](-[c:15]3[cH:16][cH:17][c:18]([CH:19]=[O:20])[cH:21][cH:22]3)[o:14]2)[cH:6][cH:7][cH:8][cH:9]1.[Na+:28].[Na+:37].[Na+:42].[Na+:43].[O:46]1[CH2:47][CH2:48][CH2:49][CH2:50]1.[OH2:45].[P:23](=[O:24])([O-:25])([OH:26])[OH:27].[S:38]([O-:39])([O-:40])=[O:41]>>[N+:1](=[O:2])([O-:3])[c:4]1[c:5](-[c:10]2[n:11][n:12][c:13](-[c:15]3[cH:16][cH:17][c:18]([C:19](=[O:20])[OH:24])[cH:21][cH:22]3)[o:14]2)[cH:6][cH:7][cH:8][cH:9]1. Starting materials: CCC(C)=O, COc1cccc(C(C2CCCCC2(O)c2cccc(Cl)c2)N(C)C)c1, C[Si](C)(C)Cl, Cl, O. Yields the product COc1cccc(C(C2CCCCC2=O)N(C)C)c1. As a reaction SMILES: [CH3:34][C:35](=[O:36])[CH2:37][CH3:38].[Cl:1][c:2]1[cH:3][c:4]([C:8]2([OH:26])[CH:9]([CH:14]([c:15]3[cH:16][c:17]([O:21][CH3:22])[cH:18][cH:19][cH:20]3)[N:23]([CH3:24])[CH3:25])[CH2:10][CH2:11][CH2:12][CH2:13]2)[cH:5][cH:6][cH:7]1.[Cl:29][Si:30]([CH3:31])([CH3:32])[CH3:33].[ClH:27].[OH2:28]>>[C:8]1(=[O:26])[CH:9]([CH:14]([c:15]2[cH:16][c:17]([O:21][CH3:22])[cH:18][cH:19][cH:20]2)[N:23]([CH3:24])[CH3:25])[CH2:10][CH2:11][CH2:12][CH2:13]1. The reactants are P(=O)(Cl)(Cl)Cl (PHOSPHOROUS OXYCHLORIDE), C(C)OC(=O)CN1C(C(=NC=C1C)O)=O (1-ETHOXYCARBONYLMETHYL-3-HYDROXY-6-METHYLPYRAZINONE), O (WATER), C(C)(=O)OCC (ETHYL ACETATE). Solvent: C1(=CC=CC=C1)C (TOLUENE). Reaction conditions: temperature 60 celsius. Yields the product ClC=1C(N(C(=CN1)C)CC(=O)OCC)=O (3-CHLORO-1-ETHOXYCARBONYLMETHYL-6-METHYLPYRAZINONE). Reaction SMILES: P(Cl)(Cl)([Cl:3])=O.[CH2:6]([O:8][C:9]([CH2:11][N:12]1[C:17]([CH3:18])=[CH:16][N:15]=[C:14](O)[C:13]1=[O:20])=[O:10])[CH3:7].O.C(OCC)(=O)C>C1(C)C=CC=CC=1>[Cl:3][C:14]1[C:13](=[O:20])[N:12]([CH2:11][C:9]([O:8][CH2:6][CH3:7])=[O:10])[C:17]([CH3:18])=[CH:16][N:15]=1. Reported procedure: PHOSPHOROUS OXYCHLORIDE (2.8 ML, 30 MMOL) WAS ADDED TO A STIRRED MIXTURE OF 1-ETHOXYCARBONYLMETHYL-3-HYDROXY-6-METHYLPYRAZINONE (5.3 G, 25 MMOL) IN DRY TOLUENE (50 ML) UNDER ARGON. THE RESULTING MIXTURE WAS HEATED TO 60° C. AFTER 64 H, THE MIXTURE WAS COOLED AND WATER AND ETHYL ACETATE WERE ADDED. THE ORGANIC LAYER WAS DRIED (NA2SO4) AND EVAPORATED IN VACUO. THE RESIDUE WAS PURIFIED BY FLASH COLUMN CHROMATOGRAPHY ON SILICA GEL (50% ETOAC/HEXANES) TO GIVE THE TITLE COMPOUND AS A CRYSTALLINE SOLID... Starting materials: CN1S(C2=C(N=C1SC)C=CN=C2)(=O)=O (2-methyl-3-methylsulfanyl-2H-pyrido[4,3-e]-1,2,4-thiadiazine 1,1-dioxide), C(C1=CC=CC=C1)N (benzylamine), CCOCC (ether). The solvent is O1CCOCC1 (dioxane). The product is C(C1=CC=CC=C1)NC=1N(S(C2=C(N1)C=CN=C2)(=O)=O)C (3-Benzylamino-2-methyl-2H-pyrido[4,3-e]-1,2,4-thiadiazine 1.1-dioxide). As a reaction SMILES: [CH3:1][N:2]1[C:7](SC)=[N:6][C:5]2[CH:10]=[CH:11][N:12]=[CH:13][C:4]=2[S:3]1(=[O:15])=[O:14].[CH2:16]([NH2:23])[C:17]1[CH:22]=[CH:21][CH:20]=[CH:19][CH:18]=1.CCOCC>O1CCOCC1>[CH2:16]([NH:23][C:7]1[N:2]([CH3:1])[S:3](=[O:15])(=[O:14])[C:4]2[CH:13]=[N:12][CH:11]=[CH:10][C:5]=2[N:6]=1)[C:17]1[CH:22]=[CH:21][CH:20]=[CH:19][CH:18]=1. Procedure details: A solution of 2-methyl-3-methylsulfanyl-2H-pyrido[4,3-e]-1,2,4-thiadiazine 1,1-dioxide (0.5 g) and benzylamine (0.5 mL) in dioxane (2.5 mL) was refluxed until completion of the reaction (t.l.c.). After cooling, the addition of ether gave rise to the precipitation of the title compound. The precipitate was collected by filtration, washed with ether and recrystallized from methanol-ether (yield: 0.4 g); m.p. 142°-146° C. (Compound 20). Reactants: COC1=C(C=CC=C1)C1=NC2=CC=CC=C2C(N1)=O (2-(2′-Methoxyphenyl)-4-quinazolinone), COC=1C=C(C=O)C=C(C1)OC (3,5-dimethoxybenzaldehyde). Product: COC=1C=C(C=C(C1)OC)C1=NC2=CC=CC=C2C(N1)=O (2-(3′,5′-Dimethoxyphenyl)-4-quinazolinone). The yield is 84.0%. RXN SMILES: COC1C=CC=CC=1C1[NH:18][C:17](=[O:19])[C:16]2[C:11](=[CH:12][CH:13]=[CH:14][CH:15]=2)[N:10]=1.[CH3:20][O:21][C:22]1[CH:23]=[C:24]([CH:27]=[C:28]([O:30][CH3:31])[CH:29]=1)[CH:25]=O>>[CH3:20][O:21][C:22]1[CH:23]=[C:24]([C:25]2[NH:18][C:17](=[O:19])[C:16]3[C:11](=[CH:12][CH:13]=[CH:14][CH:15]=3)[N:10]=2)[CH:27]=[C:28]([O:30][CH3:31])[CH:29]=1. Reported procedure: According to the preparation of 42, 3,5-dimethoxybenzaldehyde (40) (1.2 g, 7.3 mmol) was used to afford 49 (1.7 g, 84.0%) as pale yellow needles.